Dataset: the Open Reaction Database (ORD), a public repository of structured organic reaction records. Task: describe an organic reaction: reactants, conditions, products, and yield Reactants: ice, C(C)(=O)SCCC(=O)O (3-(acetylthio)propanoic acid), C1=CC(=CC=C1[N+](=O)[O-])O (p-nitrophenol), C1(CCCCC1)N=C=NC1CCCCC1 (dicyclohexylcarbodiimide). Run in C(C)(=O)OCC (ethyl acetate). Reaction conditions: time 8 hour. The product is [N+](=O)([O-])C1=CC=C(C=C1)OC(CCSC(C)=O)=O (3-(Acetylthio)propanoic acid p-nitrophenyl ester). Reaction SMILES: [C:1]([S:4][CH2:5][CH2:6][C:7]([OH:9])=[O:8])(=[O:3])[CH3:2].[CH:10]1[C:15]([N+:16]([O-:18])=[O:17])=[CH:14][CH:13]=[C:12](O)[CH:11]=1.C1(N=C=NC2CCCCC2)CCCCC1>C(OCC)(=O)C>[N+:16]([C:15]1[CH:10]=[CH:11][C:12]([O:8][C:7](=[O:9])[CH2:6][CH2:5][S:4][C:1](=[O:3])[CH3:2])=[CH:13][CH:14]=1)([O-:18])=[O:17]. Reported procedure: To a stirred ice cold solution of ethyl acetate (75 ml.) containing 3-(acetylthio)propanoic acid (7.4 g. 50 mmol.) and p-nitrophenol (8.4 g., 60 mmol.) dicyclohexylcarbodiimide (10.3 g., 50 mmol.) is added in portions. After thirty minutes, the ice bath is removed and the solution stirred at room temperature overnight. The precipitated dicyclohexylurea is filtered off, ethyl acetate evaporated, and the residue dissolved in ethanol. The 3-(acetylthio)propanoic acid p-nitrophenyl ester crystallize... Reactants: C(C)(C)(C)OC(NC1=CC=2N(C=C1)C=C(N2)C=2C(=NOC2C)C2=CC=CC=C2)=O ([2-(5-methyl-3-phenyl-isoxazol-4-yl)-imidazo[1,2-a]pyridin-7-yl]-carbamic acid tert-butyl ester). Solvent: Cl (hydrochloric acid). Reaction conditions: time 6 hour. The product is CC1=C(C(=NO1)C1=CC=CC=C1)C=1N=C2N(C=CC(=C2)N)C1 (2-(5-Methyl-3-phenyl-isoxazol-4-yl)-imidazo[1,2-a]pyridin-7-ylamine). Yield: 64.2%. RXN SMILES: C(OC(=O)[NH:7][C:8]1[CH:13]=[CH:12][N:11]2[CH:14]=[C:15]([C:17]3[C:18]([C:23]4[CH:28]=[CH:27][CH:26]=[CH:25][CH:24]=4)=[N:19][O:20][C:21]=3[CH3:22])[N:16]=[C:10]2[CH:9]=1)(C)(C)C>Cl>[CH3:22][C:21]1[O:20][N:19]=[C:18]([C:23]2[CH:24]=[CH:25][CH:26]=[CH:27][CH:28]=2)[C:17]=1[C:15]1[N:16]=[C:10]2[CH:9]=[C:8]([NH2:7])[CH:13]=[CH:12][N:11]2[CH:14]=1. Reported procedure: A mixture of [2-(5-methyl-3-phenyl-isoxazol-4-yl)-imidazo[1,2-a]pyridin-7-yl]-carbamic acid tert-butyl ester (1.0 g, 2.56 mmol) in hydrochloric acid (4 M in dioxane, 29 mL) was stirred at room temperature for 6 h. The precipitate was then filtered off and dissolved in a dilute solution of sodium hydrogen carbonate and then extracted with ethyl acetate. The organic layer was then washed with brine and then dried over sodium sulphate and evaporated to leave a brown foam. Purification by chromatogr... As a reaction SMILES: [CH2:26]([Al+:27][CH2:28][CH:29]([CH3:30])[CH3:31])[CH:32]([CH3:33])[CH3:34].[CH3:35][c:36]1[cH:37][cH:38][cH:39][cH:40][cH:41]1.[CH3:42][CH2:43][CH2:44][CH2:45][CH2:46][CH3:47].[CH3:48][CH2:49][O:50][CH2:51][CH3:52].[Cl:1][c:2]1[c:3]([CH2:4][NH:5][C:6]([CH:7]([CH3:8])[c:9]2[c:10]([Cl:15])[cH:11][cH:12][cH:13][cH:14]2)=[O:16])[cH:17][cH:18][cH:19][c:20]1[C:21]([F:22])([F:23])[F:24].[H-:25]>>[Cl:1][c:2]1[c:3]([CH2:4][NH:5][CH2:6][CH:7]([CH3:8])[c:9]2[c:10]([Cl:15])[cH:11][cH:12][cH:13][cH:14]2)[cH:17][cH:18][cH:19][c:20]1[C:21]([F:22])([F:23])[F:24]. The reactants are CC(C)C[Al+]CC(C)C, Cc1ccccc1, CCCCCC, CCOCC, CC(C(=O)NCc1cccc(C(F)(F)F)c1Cl)c1ccccc1Cl, [H-]. The product is CC(CNCc1cccc(C(F)(F)F)c1Cl)c1ccccc1Cl. Starting materials: FC=1C=C2C(=CNC2=CC1)C1=C(C=CC=C1)OC (5-fluoro-3-(2-methoxyphenyl)indole), C(C1=CN=CC=C1)(=O)Cl (nicotinoyl chloride). Product: FC=1C=C2C(=CN(C2=CC1)C(C1=CN=CC=C1)=O)C1=C(C=CC=C1)OC (5-fluoro-3-(2-methoxyphenyl)-1-nicotinoylindole). Isolated yield 66.0%. As a reaction SMILES: [F:1][C:2]1[CH:3]=[C:4]2[C:8](=[CH:9][CH:10]=1)[NH:7][CH:6]=[C:5]2[C:11]1[CH:16]=[CH:15][CH:14]=[CH:13][C:12]=1[O:17][CH3:18].[C:19](Cl)(=[O:26])[C:20]1[CH:25]=[CH:24][CH:23]=[N:22][CH:21]=1>>[F:1][C:2]1[CH:3]=[C:4]2[C:8](=[CH:9][CH:10]=1)[N:7]([C:19](=[O:26])[C:20]1[CH:25]=[CH:24][CH:23]=[N:22][CH:21]=1)[CH:6]=[C:5]2[C:11]1[CH:16]=[CH:15][CH:14]=[CH:13][C:12]=1[O:17][CH3:18]. Reported procedure: By following the procedure of Example 1 substantially faithfully while using 10.0 g of 5-fluoro-3-(2-methoxyphenyl)indole in the place of 3-phenylindole and using nicotinoyl chloride in the place of benzoyl chloride, 9.5 g of 5-fluoro-3-(2-methoxyphenyl)-1-nicotinoylindole (66.0%) was obtained. Reactants: [N+](=O)([O-])C=1C=C2CC(NC2=CC1)=O (5-nitrooxindole), CN(C)C=O (DMF), [H-].[Na+] (sodium hydride), CN(C)C=O (DMF), ClC1=NC=NC2=CC(=C(C=C12)OC)OCCCN1CCOCC1 (4-chloro-6-methoxy-7-(3-morpholinopropoxy)quinazoline). Run in C1CCOC1 (THF), C1CCOC1 (THF), C1CCOC1 (THF). Reaction conditions: time 30 minute. Yields the product Cl.COC=1C=C2C(=NC=NC2=CC1OCCCN1CCOCC1)C1C(NC2=CC=C(C=C12)[N+](=O)[O-])=O (6-methoxy-7-(3-morpholinopropoxy)-4-(5-nitrooxindol-3-yl)-quinazoline hydrochloride). The yield is 29.0%. RXN SMILES: [N+:1]([C:4]1[CH:5]=[C:6]2[C:10](=[CH:11][CH:12]=1)[NH:9][C:8](=[O:13])[CH2:7]2)([O-:3])=[O:2].[H-].[Na+].[Cl:16][C:17]1[C:26]2[C:21](=[CH:22][C:23]([O:29][CH2:30][CH2:31][CH2:32][N:33]3[CH2:38][CH2:37][O:36][CH2:35][CH2:34]3)=[C:24]([O:27][CH3:28])[CH:25]=2)[N:20]=[CH:19][N:18]=1.CN(C=O)C>C1COCC1>[ClH:16].[CH3:28][O:27][C:24]1[CH:25]=[C:26]2[C:21](=[CH:22][C:23]=1[O:29][CH2:30][CH2:31][CH2:32][N:33]1[CH2:34][CH2:35][O:36][CH2:37][CH2:38]1)[N:20]=[CH:19][N:18]=[C:17]2[CH:7]1[C:6]2[C:10](=[CH:11][CH:12]=[C:4]([N+:1]([O-:3])=[O:2])[CH:5]=2)[NH:9][C:8]1=[O:13] |f:1.2,6.7|. Reported procedure: A solution of 5-nitrooxindole (1.26 g, 7.1 mmol), (prepared as described for the starting material in Example 21), in THF (10 ml) was added dropwise to sodium hydride (284 mg, 7.1 mmol, prewashed with THF) in THF (15 ml). The mixture was stirred for 30 minutes at ambient temperature and a solution of 4-chloro-6-methoxy-7-(3-morpholinopropoxy)quinazoline (600 mg, 1.8 mmol, (prepared as described for the starting material in Example 5), in THF (10 ml) and DMF (3 ml) was added dropwise. The mixture... Starting materials: COc2ccc(/C=C/c1ccccc1)cc2 (substrate), Cn2cnc1ccccc12 (effective_coupling_partner). Reagents/catalysts: IPr. Reaction conditions: temperature 90 celsius, time 16 hour. The product is Cn4c(c2ccc(/C=C/c1ccccc1)cc2)nc3ccccc34. Reactants: COC1OC(C(O)[Si](c2ccccc2)(c2ccccc2)C(C)(C)C)C(O)(C(=O)c2ccccc2)C1(O)C(=O)c1ccccc1, C1CCOC1, CCCC[N+](CCCC)(CCCC)CCCC, [F-]. The product is COC1OC(CO)C(O)(C(=O)c2ccccc2)C1(O)C(=O)c1ccccc1. As a reaction SMILES: [C:1]([Si:2]([c:3]1[cH:4][cH:5][cH:33][cH:34][cH:35]1)([CH:6]([CH:7]1[C:8]([OH:23])([C:24]([c:25]2[cH:26][cH:27][cH:28][cH:29][cH:30]2)=[O:31])[C:9]([OH:14])([C:15]([c:16]2[cH:17][cH:18][cH:19][cH:20][cH:21]2)=[O:22])[CH:10]([O:11][CH3:12])[O:13]1)[OH:32])[c:36]1[cH:37][cH:38][cH:39][cH:40][cH:41]1)([CH3:42])([CH3:43])[CH3:44].[CH2:63]1[O:64][CH2:65][CH2:66][CH2:67]1.[CH3:46][CH2:47][CH2:48][CH2:49][N+:50]([CH2:51][CH2:52][CH2:53][CH3:54])([CH2:55][CH2:56][CH2:57][CH3:58])[CH2:59][CH2:60][CH2:61][CH3:62].[F-:45]>>[CH2:6]([CH:7]1[C:8]([OH:23])([C:24]([c:25]2[cH:26][cH:27][cH:28][cH:29][cH:30]2)=[O:31])[C:9]([OH:14])([C:15]([c:16]2[cH:17][cH:18][cH:19][cH:20][cH:21]2)=[O:22])[CH:10]([O:11][CH3:12])[O:13]1)[OH:32]. Starting materials: C(C)(C)(C)OC(NCCC1=CC=C(C=C1)O)=O ([2-(4-Hydroxyphenyl)-ethyl]-carbamic acid tert-butyl ester), ClC=1C=C(C#N)C=CN1 (2-chloroisonicotinonitrile), C(=O)([O-])[O-].[K+].[K+] (K2CO3). Solvent: CS(=O)C (dimethyl sulfoxide). Conditions: temperature 137.5 celsius. Product: C(C)(C)(C)OC(NCCC1=CC=C(C=C1)OC1=NC=CC(=C1)C#N)=O ({2-[4-(4-cyanopyridin-2-yloxy)-phenyl]-ethyl}-carbamic acid tert-butyl ester). The yield is 73.3%. RXN SMILES: [C:1]([O:5][C:6](=[O:17])[NH:7][CH2:8][CH2:9][C:10]1[CH:15]=[CH:14][C:13]([OH:16])=[CH:12][CH:11]=1)([CH3:4])([CH3:3])[CH3:2].Cl[C:19]1[CH:20]=[C:21]([CH:24]=[CH:25][N:26]=1)[C:22]#[N:23].C([O-])([O-])=O.[K+].[K+]>CS(C)=O>[C:1]([O:5][C:6](=[O:17])[NH:7][CH2:8][CH2:9][C:10]1[CH:15]=[CH:14][C:13]([O:16][C:19]2[CH:20]=[C:21]([C:22]#[N:23])[CH:24]=[CH:25][N:26]=2)=[CH:12][CH:11]=1)([CH3:4])([CH3:2])[CH3:3] |f:2.3.4|. Reported procedure: [2-(4-Hydroxyphenyl)-ethyl]-carbamic acid tert-butyl ester (5.31 g, 22.4 mmol) and 2-chloroisonicotinonitrile (3.27 g, 22.4 mmol) were dissolved with magnetic stirring in dimethyl sulfoxide (DMSO; 50 mL) in a 250 mL round bottom flask equipped with a reflux condenser and a dry nitrogen line at 25° C. To the solution was added K2CO3 (6.0 g, 43.5 mmol), and the reaction mixture was slowly heated to 135-140° C. over 1 h. The reaction was filtered, concentrated in vacuo, and diluted with H2O (500 mL... Reactants: substituted aniline, C(N)([O-])=O (carbamate), NC1=CC=CC=C1 (aniline), C(=O)(O)[O-].[Na+] (NaHCO3), FC1=NC=CC=C1 (2-fluoropyridine), formyl, amide, [H-].[Na+] (NaH). Run in CN(C)C=O (DMF). Conditions: temperature 0 celsius, time 30 minute. Product: C1(=CC=CC=C1)N1C(C=CC=C1)N (N-phenyl-2-aminopyridine). Reaction SMILES: C(=O)([O-])N.[NH2:5][C:6]1[CH:11]=[CH:10][CH:9]=[CH:8][CH:7]=1.[H-].[Na+].F[C:15]1[CH:20]=[CH:19][CH:18]=[CH:17][N:16]=1.C([O-])(O)=O.[Na+]>CN(C=O)C>[C:6]1([N:5]2[CH:17]=[CH:18][CH:19]=[CH:20][CH:15]2[NH2:16])[CH:11]=[CH:10][CH:9]=[CH:8][CH:7]=1 |f:2.3,5.6|. Procedure: A substituted aniline was N-protected with a formyl, Boc or similar amide or carbamate protecting group using a standard method. Subsequently, this N-protected aniline derivative was dissolved in DMF (under N2), cooled to 0° C. and added NaH (1.1 eq). After stirring for 30 min at rt, 2-fluoropyridine was added to the reaction mixture and stirring was continued at 70° C. for 1-3 days. After cooling to rt, aqueous saturated NaHCO3 was added and the mixture extracted with EtOAc. The combined organi... The reactants are CC(CCCCC1(CCCC1)C(=O)OC)C (methyl 1-(5-methyl-hexyl)cyclopentanecarboxylate), O.[OH-].[Li+] (lithium hydroxide monohydrate). The solvent is C1CCOC1 (THF), Cl (HCl), O (water). Conditions: time 16 hour. Product: CC(CCCCC1(CCCC1)C(=O)O)C (1-(5-Methylhexyl)cyclopentanecarboxylic Acid). The yield is 70.6%. As a reaction SMILES: [CH3:1][CH:2]([CH3:16])[CH2:3][CH2:4][CH2:5][CH2:6][C:7]1([C:12]([O:14]C)=[O:13])[CH2:11][CH2:10][CH2:9][CH2:8]1.O.[OH-].[Li+]>C1COCC1.O.Cl>[CH3:1][CH:2]([CH3:16])[CH2:3][CH2:4][CH2:5][CH2:6][C:7]1([C:12]([OH:14])=[O:13])[CH2:8][CH2:9][CH2:10][CH2:11]1 |f:1.2.3|. Reported procedure: To a solution of methyl 1-(5-methyl-hexyl)cyclopentanecarboxylate (110 mg, 0.4 mmol) in 21 mL of THF cooled to 0° C. was added dropwise a solution of lithium hydroxide monohydrate (26 mg, 0.6 mmol) in 5.0 mL of water. The reaction mixture was stirred at rt for 16 h. THF was removed under reduced pressure to give a yellow oil which was diluted with 10 mL of 1 N HCl. The aqueous phase was extracted with CH2Cl2 (8×15 mL), and the extracts were combined, dried over Na2SO4, and concentrated to afford...